This data is from the Open Reaction Database (ORD), a public repository of structured organic reaction records. The task is: describe an organic reaction: reactants, conditions, products, and yield The reactants are [S-]CC.[Na+] (sodium thioethoxide), ClC1=C(C=CC(=C1)NC(C)=O)[N+](=O)[O-] (2-chloro-4-acetylaminonitrobenzene). Run in C(OC)COC (dimethoxyethane). Yields the product C(C)SC1=C(C=CC(=C1)NC(C)=O)[N+](=O)[O-] (2-Ethylthio-4-Acetylaminonitrobenzene). Reaction SMILES: [S-:1][CH2:2][CH3:3].[Na+].Cl[C:6]1[CH:11]=[C:10]([NH:12][C:13](=[O:15])[CH3:14])[CH:9]=[CH:8][C:7]=1[N+:16]([O-:18])=[O:17]>C(COC)OC>[CH2:2]([S:1][C:6]1[CH:11]=[C:10]([NH:12][C:13](=[O:15])[CH3:14])[CH:9]=[CH:8][C:7]=1[N+:16]([O-:18])=[O:17])[CH3:3] |f:0.1|. Reported procedure: To a suspension of 25.2 g (0.3 mol) of sodium thioethoxide in 220 ml of dimethoxyethane at room temperature are added, portionwise over 30 minutes with stirring, 46.2 g (0.216 mol) of 2-chloro-4-acetylaminonitrobenzene. Reactants: CO.B(F)(F)F (Boron trifluoride methanol), BrC1=CC=C(O1)C(=O)O (5-bromofuran-2-carboxylic acid), CO.B(F)(F)F (boron trifluoride methanol). The solvent is CO (methanol). Reaction conditions: time 10 hour. Product: BrC1=CC=C(O1)C(=O)OC (methyl 5-bromofuran-2-carboxylate). As a reaction SMILES: [CH3:1]O.B(F)(F)F.[Br:7][C:8]1[O:12][C:11]([C:13]([OH:15])=[O:14])=[CH:10][CH:9]=1>CO>[Br:7][C:8]1[O:12][C:11]([C:13]([O:15][CH3:1])=[O:14])=[CH:10][CH:9]=1 |f:0.1|. Procedure: Boron trifluoride methanol (6.3 ml, 7.6 g) was added to a stirred solution of 5-bromofuran-2-carboxylic acid (10 g) in methanol (90 ml) and heated under reflux under nitrogen for 5 hours. More boron trifluoride methanol (5 ml) was added and the mixture heated under reflux for 5 hours, allowed to cool to room temperature and stand for 10 hours before the solvent was removed in vacuo and the residue poured into saturated sodium hydrogen carbonate solution (300 ml) and extracted with ethyl acetate ...